This data is from the Open Reaction Database (ORD), a public repository of structured organic reaction records. The task is: describe an organic reaction: reactants, conditions, products, and yield Reaction SMILES: [Cl:1][C:2]1[CH:8]=[C:7]([O:9][C:10]2[C:19]3[C:14](=[CH:15][C:16]([O:22][CH3:23])=[C:17]([O:20][CH3:21])[CH:18]=3)[N:13]=[CH:12][N:11]=2)[CH:6]=[CH:5][C:3]=1[NH2:4].Cl[C:25](Cl)([O:27][C:28](=[O:34])OC(Cl)(Cl)Cl)Cl.[CH:36]1(CO)[CH2:40][CH2:39][CH2:38][CH2:37]1.C(=O)(O)[O-].[Na+]>C(Cl)Cl.C(N(CC)CC)C.C1(C)C=CC=CC=1>[Cl:1][C:2]1[CH:8]=[C:7]([O:9][C:10]2[C:19]3[C:14](=[CH:15][C:16]([O:22][CH3:23])=[C:17]([O:20][CH3:21])[CH:18]=3)[N:13]=[CH:12][N:11]=2)[CH:6]=[CH:5][C:3]=1[NH:4][C:28](=[O:34])[O:27][CH2:25][CH:36]1[CH2:40][CH2:39][CH2:38][CH2:37]1 |f:3.4|. Reactants: ClC1=C(N)C=CC(=C1)OC1=NC=NC2=CC(=C(C=C12)OC)OC (2-Chloro-4-[(6,7-dimethoxy-4-quinazolinyl)oxy]-aniline), ClC(Cl)(OC(OC(Cl)(Cl)Cl)=O)Cl (triphosgene), C([O-])(O)=O.[Na+] (sodium bicarbonate), C1(CCCC1)CO (cyclopentylmethanol). Isolated yield 68.1%. Solvent: C(C)N(CC)CC (triethylamine), C1(=CC=CC=C1)C (toluene), C(Cl)Cl (methylene chloride). Reported procedure: 2-Chloro-4-[(6,7-dimethoxy-4-quinazolinyl)oxy]-aniline (50 mg) was added to toluene (5 ml), and triethylamine (0.5 ml), and the mixture was heated under reflux to prepare a solution. A solution of triphosgene (68 mg) in methylene chloride was then added thereto, and the mixture was heated under reflux for 10 min. Next, cyclopentylmethanol (23 mg) was added thereto, and the mixture was further stirred with heating under reflux for 3 hr. A saturated aqueous sodium bicarbonate solution was added to... Product: ClC1=C(C=CC(=C1)OC1=NC=NC2=CC(=C(C=C12)OC)OC)NC(OCC1CCCC1)=O (Cyclopentylmethyl N-{2-chloro-4-[(6,7-dimethoxy-4-quinazolinyl)oxy]phenyl}carbamate). Starting materials: CNC=O, CCCCCCCCCCCC, CCOC(C)=O, Cc1ccccc1, [Cu]I, Cc1cc(C)cc(I)c1, [K+], [K+], [K+], O=P([O-])([O-])[O-]. The product is Cc1cc(C)cc(N(C)C=O)c1. As a reaction SMILES: [CH3:18][NH:19][CH:20]=[O:21].[CH3:22][CH2:23][CH2:24][CH2:25][CH2:26][CH2:27][CH2:28][CH2:29][CH2:30][CH2:31][CH2:32][CH3:33].[CH3:34][CH2:35][O:36][C:37](=[O:38])[CH3:39].[CH3:42][c:43]1[cH:44][cH:45][cH:46][cH:47][cH:48]1.[Cu:40][I:41].[I:9][c:10]1[cH:11][c:12]([CH3:17])[cH:13][c:14]([CH3:16])[cH:15]1.[K+:6].[K+:7].[K+:8].[P:1]([O-:2])([O-:3])([O-:4])=[O:5]>>[c:10]1([N:19]([CH3:18])[CH:20]=[O:21])[cH:11][c:12]([CH3:17])[cH:13][c:14]([CH3:16])[cH:15]1. The reactants are COS(=O)(=O)OC (Dimethylsulfate), C(C)(C)(C)OC(=O)NC=1C=C(C(=O)C2=CC=CC=C2)C=CC1 (N-tert-butoxycarbonyl-3-aminobenzophenone), [H-].[Na+] (sodium hydride). The solvent is CN(C)C=O (DMF), CN(C)C=O (DMF). Conditions: temperature 0 celsius, time 40 minute. The product is C(C)(C)(C)OC(=O)N(C=1C=C(C(=O)C2=CC=CC=C2)C=CC1)C (N-tert-butoxycarbonyl-N-methyl-3-aminobenzophenone). Reaction SMILES: [C:1]([O:5][C:6]([NH:8][C:9]1[CH:10]=[C:11]([CH:20]=[CH:21][CH:22]=1)[C:12]([C:14]1[CH:19]=[CH:18][CH:17]=[CH:16][CH:15]=1)=[O:13])=[O:7])([CH3:4])([CH3:3])[CH3:2].[H-].[Na+].[CH3:25]OS(OC)(=O)=O>CN(C=O)C>[C:1]([O:5][C:6]([N:8]([CH3:25])[C:9]1[CH:10]=[C:11]([CH:20]=[CH:21][CH:22]=1)[C:12]([C:14]1[CH:19]=[CH:18][CH:17]=[CH:16][CH:15]=1)=[O:13])=[O:7])([CH3:4])([CH3:2])[CH3:3] |f:1.2|. Reported procedure: N-tert-butoxycarbonyl-3-aminobenzophenone (2 g, 6.7 mmol) in DMF (15 mL) was added to a suspension of sodium hydride (0.54 g, 13.5 mmol) in DMF (70 mL) and the mixture was stirred at 0° C. for 40 minutes. Dimethylsulfate (1.3 mL, 13.5 mmol) was added and the mixture stirred at room temperature for 15 hours. The mixture was partitioned between ethyl acetate and saturated NaCl. The organic layer was dried over sodium sulfate, filtered and concentrated in vacuo to afford the desired material as an ... Reactants: ClC1=CC=C(C=N1)CC=1C=C2C(N(C=NC2=C2C1C=CC=C2)[C@H]2[C@@H](CCCC2)O)=O (rac-6-[(6-chloropyridin-3-yl)methyl]-3-[trans-2-hydroxycyclohexyl]benzo[h]quinazolin-4(3H)-one), C([O-])([O-])=O.[Cs+].[Cs+] (cesium carbonate), CN1N=CC(=C1)B1OC(C(O1)(C)C)(C)C (1-methyl-4-(4,4,5,5-tetramethyl-1,3,2-dioxaborolan-2-yl)-1H-pyrazole). Reagents/catalysts: CC(C)([P](C(C)(C)C)([Pd][P](C(C)(C)C)(C(C)(C)C)C(C)(C)C)C(C)(C)C)C (bis(tri-tert-butylphosphine)palladium(0)). Solvent: C1CCOC1 (THF), C(C)(=O)OCC (ethyl acetate), O (water). Reaction conditions: temperature 100 celsius. Yields the product O[C@H]1[C@@H](CCCC1)N1C=NC2=C3C(=C(C=C2C1=O)CC=1C=NC(=CC1)C=1C=NN(C1)C)C=CC=C3 (rac-3-[trans-2-hydroxycyclohexyl]-6-{[6-(1-methyl-1H-pyrazol-4-yl)pyridine-3-yl]methyl}benzo[h]quinazolin-4(3H)-one). As a reaction SMILES: Cl[C:2]1[N:7]=[CH:6][C:5]([CH2:8][C:9]2[CH:10]=[C:11]3[C:16](=[C:17]4[CH:22]=[CH:21][CH:20]=[CH:19][C:18]=24)[N:15]=[CH:14][N:13]([C@@H:23]2[CH2:28][CH2:27][CH2:26][CH2:25][C@H:24]2[OH:29])[C:12]3=[O:30])=[CH:4][CH:3]=1.C(=O)([O-])[O-].[Cs+].[Cs+].[CH3:37][N:38]1[CH:42]=[C:41](B2OC(C)(C)C(C)(C)O2)[CH:40]=[N:39]1>C1COCC1.C(OCC)(=O)C.O.CC(C)([P](C(C)(C)C)([Pd][P](C(C)(C)C)(C(C)(C)C)C(C)(C)C)C(C)(C)C)C>[OH:29][C@@H:24]1[CH2:25][CH2:26][CH2:27][CH2:28][C@H:23]1[N:13]1[C:12](=[O:30])[C:11]2[C:16](=[C:17]3[CH:22]=[CH:21][CH:20]=[CH:19][C:18]3=[C:9]([CH2:8][C:5]3[CH:6]=[N:7][C:2]([C:41]4[CH:40]=[N:39][N:38]([CH3:37])[CH:42]=4)=[CH:3][CH:4]=3)[CH:10]=2)[N:15]=[CH:14]1 |f:1.2.3,^1:66,72|. Procedure: To a solution of rac-6-[(6-chloropyridin-3-yl)methyl]-3-[trans-2-hydroxycyclohexyl]benzo[h]quinazolin-4(3H)-one (0.080 g, 0.19 mmol) in 3 mL of THF under an atmosphere of nitrogen was added cesium carbonate (0.38 mL, 1 N aqueous, 0.38 mmol), 1-methyl-4-(4,4,5,5-tetramethyl-1,3,2-dioxaborolan-2-yl)-1H-pyrazole (0.079 g, 0.38 mmol), and bis(tri-tert-butylphosphine)palladium(0) (10 mol %). The reaction was heated at 100° C. for 20 h, cooled to rt, and diluted with ethyl acetate and water. The organ... Reactants: B, CCCCC(CC(=O)O)N(Cc1ccccc1)C(C)c1ccccc1, C1CCOC1, CO, Cl, C1CCOC1. Yields the product CCCCC(CCO)N(Cc1ccccc1)C(C)c1ccccc1. RXN SMILES: [BH3:31].[CH2:1]([c:2]1[cH:3][cH:4][cH:5][cH:6][cH:7]1)[N:8]([CH:9]([CH2:10][C:11](=[O:12])[OH:13])[CH2:14][CH2:15][CH2:16][CH3:17])[CH:18]([CH3:19])[c:20]1[cH:21][cH:22][cH:23][cH:24][cH:25]1.[CH2:35]1[O:36][CH2:37][CH2:38][CH2:39]1.[CH3:32][OH:33].[ClH:34].[O:26]1[CH2:27][CH2:28][CH2:29][CH2:30]1>>[CH2:1]([c:2]1[cH:3][cH:4][cH:5][cH:6][cH:7]1)[N:8]([CH:9]([CH2:10][CH2:11][OH:12])[CH2:14][CH2:15][CH2:16][CH3:17])[CH:18]([CH3:19])[c:20]1[cH:21][cH:22][cH:23][cH:24][cH:25]1. The reactants are CCNCC, CCOCC, N#Cc1c(Cl)nc(Cl)nc1Cl, O. The product is CCN(CC)c1nc(Cl)c(C#N)c(Cl)n1. Reaction SMILES: [CH2:12]([CH3:13])[NH:14][CH2:15][CH3:16].[CH3:18][CH2:19][O:20][CH2:21][CH3:22].[Cl:1][c:2]1[n:3][c:4]([Cl:11])[c:5]([C:9]#[N:10])[c:6]([Cl:8])[n:7]1.[OH2:17]>>[c:2]1([N:14]([CH2:12][CH3:13])[CH2:15][CH3:16])[n:3][c:4]([Cl:11])[c:5]([C:9]#[N:10])[c:6]([Cl:8])[n:7]1.